This data is from the Open Reaction Database (ORD), a public repository of structured organic reaction records. The task is: describe an organic reaction: reactants, conditions, products, and yield The reactants are [Na+], CC(C)Cc1cnc(O)c([N+](=O)[O-])c1, O=C([O-])O, O=P(Cl)(Cl)Cl. Product: CC(C)Cc1cnc(Cl)c([N+](=O)[O-])c1. RXN SMILES: [Na+:20].[OH:1][c:2]1[n:3][cH:4][c:5]([CH2:11][CH:12]([CH3:13])[CH3:14])[cH:6][c:7]1[N+:8](=[O:9])[O-:10].[OH:21][C:22](=[O:23])[O-:24].[P:15]([Cl:16])([Cl:17])([Cl:18])=[O:19]>>[c:2]1([Cl:17])[n:3][cH:4][c:5]([CH2:11][CH:12]([CH3:13])[CH3:14])[cH:6][c:7]1[N+:8](=[O:9])[O-:10]. Reactants: CC(C)(C)OC(=O)N1CCNCC1, CC#N, CCOC(C)=O, Clc1nsnc1Cl, [K+], [K+], O=C([O-])[O-], O. Yields the product CC(C)(C)OC(=O)N1CCN(c2nsnc2Cl)CC1. RXN SMILES: [C:1](=[O:2])([O:3][C:4]([CH3:5])([CH3:6])[CH3:7])[N:8]1[CH2:9][CH2:10][NH:11][CH2:12][CH2:13]1.[CH3:27][C:28]#[N:29].[CH3:30][CH2:31][O:32][C:33]([CH3:34])=[O:35].[Cl:20][c:21]1[n:22][s:23][n:24][c:25]1[Cl:26].[K+:14].[K+:15].[O-:16][C:17]([O-:18])=[O:19].[OH2:36]>>[C:1](=[O:2])([O:3][C:4]([CH3:5])([CH3:6])[CH3:7])[N:8]1[CH2:9][CH2:10][N:11]([c:25]2[c:21]([Cl:20])[n:22][s:23][n:24]2)[CH2:12][CH2:13]1.